From a dataset of the Open Reaction Database (ORD), a public repository of structured organic reaction records. describe an organic reaction: reactants, conditions, products, and yield Reactants: C(C)(CC)[Li] (sec-Butyllithium), CC1=NC2=CC=CC=C2C=C1 (2-methylquinoline), CI (methyl iodide). Solvent: C(C)OCC (diethyl ether). Run at time 1.5 hour. The product is C(C)C1=NC2=CC=CC=C2C=C1 (2-Ethylquino line). Isolated yield 91.8%. RXN SMILES: [CH:1]([Li])([CH2:3][CH3:4])[CH3:2].CC1C=[CH:15][C:14]2[C:9](=[CH:10][CH:11]=[CH:12][CH:13]=2)[N:8]=1.CI>C(OCC)C>[CH2:3]([C:1]1[CH:2]=[CH:15][C:14]2[C:9](=[CH:10][CH:11]=[CH:12][CH:13]=2)[N:8]=1)[CH3:4]. Procedure: sec-Butyllithium (1.3 M in cyclohexane, 19.3 mL, 25.1 mmol, 1.2 eq.) was added dropwise to a 0° C. solution of 2-methylquinoline (2.84 mL, 3.0 g, 21.0 mmol, 1.0 eq.) in dry diethyl ether (75 mL). After the addition was complete the cooling bath was removed and the mixture was stirred at r.t. for 1.5 h. The reaction mixture was cooled to 0° C. and methyl iodide (1.96 mL, 4.46 g, 31.4 mmol, 1.5 eq.) was added dropwise. After the addition was complete the cooling bath was removed and the reaction w... The product is CN1CCN(C2CCC(n3nc(-c4ccc(Nc5nc6c(s5)CCCC6)cc4)c4c(N)ncnc43)CC2)CC1. RXN SMILES: [NH2:1][c:2]1[c:3]2[c:4]([n:5][cH:6][n:7]1)[n:8]([CH:26]1[CH2:27][CH2:28][CH:29]([N:32]3[CH2:33][CH2:34][N:35]([CH3:38])[CH2:36][CH2:37]3)[CH2:30][CH2:31]1)[n:9][c:10]2-[c:11]1[cH:12][cH:13][c:14]([NH:17][c:18]2[s:19][c:20]3[c:21]([n:22]2)[CH2:23][CH2:24][CH2:25]3)[cH:15][cH:16]1.[O:39]=[C:40]1[CH2:41][CH2:42][CH2:43][CH2:44][CH2:45]1>>[NH2:1][c:2]1[c:3]2[c:4]([n:5][cH:6][n:7]1)[n:8]([CH:26]1[CH2:27][CH2:28][CH:29]([N:32]3[CH2:33][CH2:34][N:35]([CH3:38])[CH2:36][CH2:37]3)[CH2:30][CH2:31]1)[n:9][c:10]2-[c:11]1[cH:12][cH:13][c:14]([NH:17][c:18]2[s:19][c:20]3[c:21]([n:22]2)[CH2:40][CH2:23][CH2:24][CH2:25]3)[cH:15][cH:16]1. The reactants are CN1CCN(C2CCC(n3nc(-c4ccc(Nc5nc6c(s5)CCC6)cc4)c4c(N)ncnc43)CC2)CC1, O=C1CCCCC1. Reactants: Cc1cc(C(=O)O)ccc1C1=CCCCC1(C)C, c1ccc2c(c1)Cn1cccc1CN2. Yields the product Cc1cc(C(=O)N2Cc3cccn3Cc3ccccc32)ccc1C1=CCCCC1(C)C. RXN SMILES: [CH3:1][C:2]1([CH3:18])[CH2:3][CH2:4][CH2:5][CH:6]=[C:7]1[c:8]1[c:9]([CH3:17])[cH:10][c:11]([C:12](=[O:13])[OH:14])[cH:15][cH:16]1.[cH:19]1[cH:20][cH:21][n:22]2[c:23]1[CH2:24][NH:25][c:26]1[c:27]([cH:29][cH:30][cH:31][cH:32]1)[CH2:28]2>>[CH3:1][C:2]1([CH3:18])[CH2:3][CH2:4][CH2:5][CH:6]=[C:7]1[c:8]1[c:9]([CH3:17])[cH:10][c:11]([C:12](=[O:14])[N:25]2[CH2:24][c:23]3[cH:19][cH:20][cH:21][n:22]3[CH2:28][c:27]3[c:26]2[cH:32][cH:31][cH:30][cH:29]3)[cH:15][cH:16]1. Conditions: temperature 70 celsius, time 16 hour. Run in CN(C)C=O (DMF), CN(C)C=O (dmf), CN(C)C=O (DMF). Product: CC(C%31=CC=CN=C%31)OC%32[C@H]%33C[C@H]%34C[C@@H]%32C[C@H](C%34)C%33. The reagents and catalysts are O=C([O-])[O-].[Cs+].[Cs+] (cesium carbonate), [I-].[K+] (potassium iodide). The reactants are CC(Cl)c1cccnc1, OC%21[C@H]%22C[C@H]%23C[C@@H]%21C[C@H](C%23)C%22. Reactants: ClC1=C2CC(N(C2=CC=C1C=1C=NC=C(C1)C=C)C)=O (4-chloro-1-methyl-5-(5-vinyl-pyridin-3-yl)-1,3-dihydro-indol-2-one). Reagents/catalysts: [Pd] (palladium on carbon). The solvent is C(C)O (ethanol). Conditions: time 25 minute. Yields the product ClC1=C2CC(N(C2=CC=C1C=1C=NC=C(C1)CC)C)=O (4-chloro-5-(5-ethyl-pyridin-3-yl)-1-methyl-1,3-dihydro-indol-2-one). As a reaction SMILES: [Cl:1][C:2]1[C:10]([C:11]2[CH:12]=[N:13][CH:14]=[C:15]([CH:17]=[CH2:18])[CH:16]=2)=[CH:9][CH:8]=[C:7]2[C:3]=1[CH2:4][C:5](=[O:20])[N:6]2[CH3:19]>C(O)C.[Pd]>[Cl:1][C:2]1[C:10]([C:11]2[CH:12]=[N:13][CH:14]=[C:15]([CH2:17][CH3:18])[CH:16]=2)=[CH:9][CH:8]=[C:7]2[C:3]=1[CH2:4][C:5](=[O:20])[N:6]2[CH3:19]. Reported procedure: To a solution of 4-chloro-1-methyl-5-(5-vinyl-pyridin-3-yl)-1,3-dihydro-indol-2-one (70 mg, 0.246 mmol) in ethanol (5 mL) was added 10% palladium on carbon (39 mg, 0.037 mmol). The atmosphere over the reaction mixture was evacuated and the reaction was placed under an atmosphere of hydrogen gas via a balloon. The reaction was stirred for 25 minutes. The reaction mixture was then filtered through a plug of Celite® and the filtrate was then concentrated to dryness. The resulting residue was purifi... Reactants: CN1S(C2=C(C(=C1C(=O)OC)O)SC1=C2C=CC(=C1)C)(=O)=O (methyl 2,7-dimethyl-4-hydroxy-2H-[1]-benzothieno-[2,3-e]-1,2-thiazine-3-carboxylate-1,1-dioxide), NC1=NC=CC=C1O (2-amino-3-hydroxy-pyridine). Yields the product CN1S(C2=C(C(=C1C(=O)NC1=NC=CC=C1O)O)SC1=C2C=CC(=C1)C)(=O)=O (2,7-Dimethyl-4-hydroxy-N-(3-hydroxy-2pyridyl)-2H-[1]-benzothieno-[2,3-e]-1,2-thiazine-3-carboxamide-1,1-dioxide). Yield: 38.0%. As a reaction SMILES: [CH3:1][N:2]1[C:7]([C:8](OC)=[O:9])=[C:6]([OH:12])[C:5]2[S:13][C:14]3[CH:19]=[C:18]([CH3:20])[CH:17]=[CH:16][C:15]=3[C:4]=2[S:3]1(=[O:22])=[O:21].[NH2:23][C:24]1[C:29]([OH:30])=[CH:28][CH:27]=[CH:26][N:25]=1>>[CH3:1][N:2]1[C:7]([C:8]([NH:23][C:24]2[C:29]([OH:30])=[CH:28][CH:27]=[CH:26][N:25]=2)=[O:9])=[C:6]([OH:12])[C:5]2[S:13][C:14]3[CH:19]=[C:18]([CH3:20])[CH:17]=[CH:16][C:15]=3[C:4]=2[S:3]1(=[O:22])=[O:21]. Procedure: Prepared analogous to Example 1 from methyl 2,7-dimethyl-4-hydroxy-2H-[1]-benzothieno-[2,3-e]-1,2-thiazine-3-carboxylate-1,1-dioxide and 2-amino-3-hydroxy-pyridine with a yield of 38% of theory. The reactants are N(=O)[O-].[Na+] (sodium nitrite), copper-I-chloride, Cl (hydrochloric acid), C(C)(=O)N1CCC(CC1)C1=C(C=C(C=C1)C(C)=O)N (N-acetyl-4-(2-amino-4-acetyl-phenyl)-piperidine), Cl (hydrochloric acid). Solvent: O (water), O (water), O (water). Run at time 2 hour. Yields the product C(C)(=O)N1CCC(CC1)C1=C(C=C(C=C1)C(C)=O)Cl (N-acetyl-4-(2-chloro-4-acetyl-phenyl)-piperidine). Reaction SMILES: N([O-])=O.[Na+].[C:5]([N:8]1[CH2:13][CH2:12][CH:11]([C:14]2[CH:19]=[CH:18][C:17]([C:20](=[O:22])[CH3:21])=[CH:16][C:15]=2N)[CH2:10][CH2:9]1)(=[O:7])[CH3:6].[ClH:24]>O>[C:5]([N:8]1[CH2:13][CH2:12][CH:11]([C:14]2[CH:19]=[CH:18][C:17]([C:20](=[O:22])[CH3:21])=[CH:16][C:15]=2[Cl:24])[CH2:10][CH2:9]1)(=[O:7])[CH3:6] |f:0.1|. Procedure details: A solution of 4.5 g of sodium nitrite in 10 ml of water is added dropwise at 0°, with stirring, to a suspension of 16 g of N-acetyl-4-(2-amino-4-acetyl-phenyl)-piperidine in 75 ml of concentrated hydrochloric acid and 75 ml of water; stirring is continued at 0° for 2 hours; the reaction solution, which is now clear, is transferred to a dropping funnel precooled to 0°, and is slowly added dropwise to a solution, cooled to 0° and being stirred, of 16 g of copper-I-chloride in 150 ml of semi-concen... Reactants: FC1=C(C#N)C=CC=C1 (2-fluorobenzonitrile), NCCOCCO (2-(2-aminoethoxy)ethanol). The product is OCCOCCNC1=C(C#N)C=CC=C1 (2-[2-(2-Hydroxyethoxy)ethylamino]benzonitrile). RXN SMILES: F[C:2]1[CH:9]=[CH:8][CH:7]=[CH:6][C:3]=1[C:4]#[N:5].[NH2:10][CH2:11][CH2:12][O:13][CH2:14][CH2:15][OH:16]>>[OH:16][CH2:15][CH2:14][O:13][CH2:12][CH2:11][NH:10][C:2]1[CH:9]=[CH:8][CH:7]=[CH:6][C:3]=1[C:4]#[N:5]. Reported procedure: According to a similar manner to that in Reference Example 12, the title compound was synthesized from 2-fluorobenzonitrile and 2-(2-aminoethoxy)ethanol. Reactants: BrBr, CC(=O)C12CC3CC1CC(N1CCCC1=O)(C3)C2, C1COCCO1, CC(=O)O, [Na+], [O-]Br, [OH-], O. Product: O=C1CCCN1C12CC3CC(C1)C(C(=O)O)(C3)C2. As a reaction SMILES: [Br:3][Br:4].[C:7]([CH3:8])(=[O:9])[C:10]12[CH2:11][C:12]3([N:19]4[C:20](=[O:24])[CH2:21][CH2:22][CH2:23]4)[CH2:13][CH:14]1[CH2:15][CH:16]([CH2:17]2)[CH2:18]3.[CH2:29]1[O:30][CH2:31][CH2:32][O:33][CH2:34]1.[CH3:25][C:26]([OH:27])=[O:28].[Na+:2].[O-:5][Br:6].[OH-:1].[OH2:35]>>[C:7]([OH:9])([C:10]12[CH2:11][C:12]3([N:19]4[C:20](=[O:24])[CH2:21][CH2:22][CH2:23]4)[CH2:13][CH:14]1[CH2:15][CH:16]([CH2:17]2)[CH2:18]3)=[O:27].